From a dataset of the Open Reaction Database (ORD), a public repository of structured organic reaction records. describe an organic reaction: reactants, conditions, products, and yield Starting materials: BrCCBr, C1CCOC1, CN1CCN(c2ccc(B3OC(C)(C)C(C)(C)O3)cn2)CC1, [K+], CC(=O)[O-], CC(=O)[O-], [OH-], [Pd+2], c1ccc(P(c2ccccc2)c2ccccc2)cc1. The product is C=Cc1ccc(N2CCN(C)CC2)nc1. Reaction SMILES: [Br:3][CH2:4][CH2:5][Br:6].[CH2:48]1[O:49][CH2:50][CH2:51][CH2:52]1.[CH3:26][N:27]1[CH2:28][CH2:29][N:30]([c:33]2[n:34][cH:35][c:36]([B:39]3[O:40][C:41]([CH3:42])([CH3:43])[C:44]([CH3:45])([CH3:46])[O:47]3)[cH:37][cH:38]2)[CH2:31][CH2:32]1.[K+:2].[O-:54][C:55]([CH3:56])=[O:57].[O-:58][C:59]([CH3:60])=[O:61].[OH-:1].[Pd+2:53].[c:7]1([P:8]([c:9]2[cH:10][cH:11][cH:12][cH:13][cH:14]2)[c:15]2[cH:16][cH:17][cH:18][cH:19][cH:20]2)[cH:21][cH:22][cH:23][cH:24][cH:25]1>>[CH:4](=[CH2:5])[c:36]1[cH:35][n:34][c:33]([N:30]2[CH2:29][CH2:28][N:27]([CH3:26])[CH2:32][CH2:31]2)[cH:38][cH:37]1. Starting materials: Cl.C(C)(=O)OC=1C=C(NC2=NC=NC3=CC(=C(C=C23)OC)O)C=CC1C (4-(3-acetoxy-4-methylanilino)-7-hydroxy-6-methoxyquinazoline hydrochloride), [I-].[K+] (potassium iodide), ClCC=1C(=NOC1C)C (4-chloromethyl-3,5-dimethylisoxazole). Product: C(C)(=O)OC=1C=C(NC2=NC=NC3=CC(=C(C=C23)OC)OCC=2C(=NOC2C)C)C=CC1C (4-(3-acetoxy-4-methylanilino)-7-(3,5-dimethylisoxazol-4-ylmethoxy)-6-methoxyquinazoline). The yield is 71.6%. Reaction SMILES: Cl.[C:2]([O:5][C:6]1[CH:7]=[C:8]([CH:23]=[CH:24][C:25]=1[CH3:26])[NH:9][C:10]1[C:19]2[C:14](=[CH:15][C:16]([OH:22])=[C:17]([O:20][CH3:21])[CH:18]=2)[N:13]=[CH:12][N:11]=1)(=[O:4])[CH3:3].[I-].[K+].Cl[CH2:30][C:31]1[C:32]([CH3:37])=[N:33][O:34][C:35]=1[CH3:36]>>[C:2]([O:5][C:6]1[CH:7]=[C:8]([CH:23]=[CH:24][C:25]=1[CH3:26])[NH:9][C:10]1[C:19]2[C:14](=[CH:15][C:16]([O:22][CH2:30][C:31]3[C:32]([CH3:37])=[N:33][O:34][C:35]=3[CH3:36])=[C:17]([O:20][CH3:21])[CH:18]=2)[N:13]=[CH:12][N:11]=1)(=[O:4])[CH3:3] |f:0.1,2.3|. Procedure details: Using an analogous procedure to that described for the starting material in Example 1, 4-(3-acetoxy-4-methylanilino)-7-hydroxy-6-methoxyquinazoline hydrochloride (400 mg) was reacted in the presence of potassium iodide (16 mg) with 4-chloromethyl-3,5-dimethylisoxazole (177 mg) to give 4-(3-acetoxy-4-methylanilino)-7-(3,5-dimethylisoxazol-4-ylmethoxy)-6-methoxyquinazoline (342 mg, 72%). Reactants: N1(CCCC2=CC=CC=C12)S(=O)(=O)C=1C=C(C(=O)O)C=CC1 (3-(3,4-dihydroquinolin-1(2H)-ylsulfonyl)benzoic acid), N1=C(C=CC=C1)C=1N=C(SC1)N (4-(pyridin-2-yl)thiazol-2-amine). Product: N1(CCCC2=CC=CC=C12)S(=O)(=O)C=1C=C(C(=O)NC=2SC=C(N2)C2=NC=CC=C2)C=CC1 (3-(3,4-dihydroquinolin-1(2H)-ylsulfonyl)-N-(4-(pyridin-2-yl)thiazol-2-yl)benzamide). RXN SMILES: [N:1]1([S:11]([C:14]2[CH:15]=[C:16]([CH:20]=[CH:21][CH:22]=2)[C:17](O)=[O:18])(=[O:13])=[O:12])[C:10]2[C:5](=[CH:6][CH:7]=[CH:8][CH:9]=2)[CH2:4][CH2:3][CH2:2]1.[N:23]1[CH:28]=[CH:27][CH:26]=[CH:25][C:24]=1[C:29]1[N:30]=[C:31]([NH2:34])[S:32][CH:33]=1>>[N:1]1([S:11]([C:14]2[CH:15]=[C:16]([CH:20]=[CH:21][CH:22]=2)[C:17]([NH:34][C:31]2[S:32][CH:33]=[C:29]([C:24]3[CH:25]=[CH:26][CH:27]=[CH:28][N:23]=3)[N:30]=2)=[O:18])(=[O:12])=[O:13])[C:10]2[C:5](=[CH:6][CH:7]=[CH:8][CH:9]=2)[CH2:4][CH2:3][CH2:2]1. Procedure details: 3-(3,4-dihydroquinolin-1(2H)-ylsulfonyl)benzoic acid (2) (100 mg, 0.32 mmol) was treated with 4-(pyridin-2-yl)thiazol-2-amine (47 mg, 0.26 mmol) using method C. The residue was purified using flash chromatography eluting with 75-100% EtOAc in hexanes. The resulting solid was triturated with diethyl ether to give 3-(3,4-dihydroquinolin-1(2H)-ylsulfonyl)-N-(4-(pyridin-2-yl)thiazol-2-yl)benzamide as an off white solid. Yield: 36 mg (29%). 1H-NMR: 8.65-8.61 (m, 1H), 8.50 (s, 1H), 8.42-8.35 (m, 1H), ... Starting materials: C(C)OC(C(C(C(OCC)OCC)C1=CC(=C(C=C1)OC)OCC(CC)CC)C(=O)OCC)=O (4,4-diethoxy-2-ethoxycarbonyl-3-[3-(2-ethylbutoxy)-4-methoxyphenyl]butyric acid ethyl ester), C(C)OC(C(C(C(OCC)OCC)C1=CC(=C(C=C1)OC)OC)C(=O)OCC)=O (3-(3,4-dimethoxyphenyl)-4,4-diethoxy-2-ethoxycarbonylbutyric acid ethyl ester). The product is C(C)OC(C(CC(=O)O)C1=CC(=C(C=C1)OC)OCC(CC)CC)OCC (4,4-diethoxy-3-[3-(2-ethylbutoxy)-4-methoxyphenyl] butyric acid). Yield: 36.9%. Reaction SMILES: C([O:3][C:4](=[O:34])[CH:5](C(OCC)=O)[CH:6]([C:14]1[CH:19]=[CH:18][C:17]([O:20][CH3:21])=[C:16]([O:22][CH2:23][CH:24]([CH2:27][CH3:28])[CH2:25][CH3:26])[CH:15]=1)[CH:7]([O:11][CH2:12][CH3:13])[O:8][CH2:9][CH3:10])C.C(OC(=O)C(C(OCC)=O)C(C1C=CC(OC)=C(OC)C=1)C(OCC)OCC)C>>[CH2:9]([O:8][CH:7]([O:11][CH2:12][CH3:13])[CH:6]([C:14]1[CH:19]=[CH:18][C:17]([O:20][CH3:21])=[C:16]([O:22][CH2:23][CH:24]([CH2:27][CH3:28])[CH2:25][CH3:26])[CH:15]=1)[CH2:5][C:4]([OH:34])=[O:3])[CH3:10]. Reported procedure: Using the same procedure as in Example 1(3), 4,4-diethoxy-2-ethoxycarbonyl-3-[3-(2-ethylbutoxy)-4-methoxyphenyl]butyric acid ethyl ester, instead of 3-(3,4-dimethoxyphenyl)-4,4-diethoxy-2-ethoxycarbonylbutyric acid ethyl ester, was used to obtain a yellow solid of the above-described compound via 4,4-diethoxy-3-[3-(2-ethylbutoxy)-4-methoxyphenyl] butyric acid (yield 36.9%). The reactants are N1=C(C=CC2=CC=CC=C12)COC1=CC=C(OCCC#N)C=C1 (3-[4-(2-quinolylmethyloxy)phenoxy]propionitrile), [N-]=[N+]=[N-].[Na+] (sodium azide), [Cl-].[NH4+] (ammonium chloride), [OH-].[Na+] (sodium hydroxide). Run in CN(C=O)C (dimethylformamide). The product is N1=C(C=CC2=CC=CC=C12)COC1=CC=C(OCCC2=NN=NN2)C=C1 (5-[2-(4-(2-quinolylmethyloxy)phenoxy)ethyl]tetrazole). As a reaction SMILES: [N:1]1[C:10]2[C:5](=[CH:6][CH:7]=[CH:8][CH:9]=2)[CH:4]=[CH:3][C:2]=1[CH2:11][O:12][C:13]1[CH:23]=[CH:22][C:16]([O:17][CH2:18][CH2:19][C:20]#[N:21])=[CH:15][CH:14]=1.[N-:24]=[N+:25]=[N-:26].[Na+].[Cl-].[NH4+].[OH-].[Na+]>CN(C)C=O>[N:1]1[C:10]2[C:5](=[CH:6][CH:7]=[CH:8][CH:9]=2)[CH:4]=[CH:3][C:2]=1[CH2:11][O:12][C:13]1[CH:23]=[CH:22][C:16]([O:17][CH2:18][CH2:19][C:20]2[NH:26][N:25]=[N:24][N:21]=2)=[CH:15][CH:14]=1 |f:1.2,3.4,5.6|. Reported procedure: A mixture of 9.8 g (0.032 mol) of 3-[4-(2-quinolylmethyloxy)phenoxy]propionitrile, 6.36 g of sodium azide and 5.28 g of ammonium chloride is heated with 30 ml of dry dimethylformamide at 140° C. for 20 hours. The reaction mixture is poured onto ice, basified with 1N sodium hydroxide and extracted 2 times with ethyl acetate. The aqueous fraction is acidified with acetic acid. The product is filtered and washed with water. The crude product is crystallized from acetonitrile to give 5-[2-(4-(2-quin... Reactants: FC(OC1=C(C=CC=C1)C1=CC(=CC=C1)C1=NNC(=C1)C(=O)OCC)(F)F (Ethyl 3-[2′-(trifluoromethoxy)-1,1′-biphenyl-3-yl]-1H-pyrazole-5-carboxylate), N (ammonia). Yields the product FC(OC1=C(C=CC=C1)C1=CC(=CC=C1)C1=NNC(=C1)C(=O)N)(F)F (3-[2′-(trifluoromethoxy)-1,1′-biphenyl-3-yl]-1H-pyrazole-5-carboxamide). Yield: 74.0%. Reaction SMILES: [F:1][C:2]([F:27])([F:26])[O:3][C:4]1[CH:9]=[CH:8][CH:7]=[CH:6][C:5]=1[C:10]1[CH:15]=[CH:14][CH:13]=[C:12]([C:16]2[CH:20]=[C:19]([C:21]([O:23]CC)=O)[NH:18][N:17]=2)[CH:11]=1.[NH3:28]>>[F:27][C:2]([F:26])([F:1])[O:3][C:4]1[CH:9]=[CH:8][CH:7]=[CH:6][C:5]=1[C:10]1[CH:15]=[CH:14][CH:13]=[C:12]([C:16]2[CH:20]=[C:19]([C:21]([NH2:28])=[O:23])[NH:18][N:17]=2)[CH:11]=1. Reported procedure: The pyrazole ester (47 mg, 0.1 mmol) from Step 2 was treated with ammonia gas in a sealed tube as described in Step 2 of EXAMPLE 140 to provide the titled compound, after purification by reverse phase HPLC (acetonitrile/water system) (gradient: 40% to 100% acetonitrile over 11 minutes) in 74% yield (0.036 g, retention time 6.57 minutes). Starting materials: C(C1=CC=CC=C1)OCN1N=C(N=N1)C=1C=C(C(=O)N[C@H]2[C@H](CCC2)C(=O)N2CC([C@@](CC2)(O)C2=CC=C(C=C2)Cl)(C)C)C=CC1 (3-(2-(benzyloxymethyl)-2H-tetrazol-5-yl)-N-((1R,2S)-2-((S)-4-(4-chlorophenyl)-4-hydroxy-3,3-dimethylpiperidine-1-carbonyl)cyclopentyl)benzamide), Solvent B, C(C1=CC=CC=C1)O (benzyl alcohol), Solvent A. Solvent: CO (MeOH), CO (MeOH). The product is ClC1=CC=C(C=C1)[C@@]1(C(CN(CC1)C(=O)[C@@H]1[C@@H](CCC1)NC(C1=CC(=CC=C1)C=1N=NNN1)=O)(C)C)O (N-((1R,2S)-2-((S)-4-(4-Chlorophenyl)-4-hydroxy-3,3-dimethylpiperidine-1-carbonyl)cyclopentyl)-3-(2H-tetrazol-5-yl)benzamide). RXN SMILES: C(OC[N:10]1[N:14]=[N:13][C:12]([C:15]2[CH:16]=[C:17]([CH:44]=[CH:45][CH:46]=2)[C:18]([NH:20][C@@H:21]2[CH2:25][CH2:24][CH2:23][C@@H:22]2[C:26]([N:28]2[CH2:33][CH2:32][C@@:31]([C:35]3[CH:40]=[CH:39][C:38]([Cl:41])=[CH:37][CH:36]=3)([OH:34])[C:30]([CH3:43])([CH3:42])[CH2:29]2)=[O:27])=[O:19])=[N:11]1)C1C=CC=CC=1.C(O)C1C=CC=CC=1>CO>[Cl:41][C:38]1[CH:37]=[CH:36][C:35]([C@@:31]2([OH:34])[CH2:32][CH2:33][N:28]([C:26]([C@H:22]3[CH2:23][CH2:24][CH2:25][C@H:21]3[NH:20][C:18](=[O:19])[C:17]3[CH:44]=[CH:45][CH:46]=[C:15]([C:12]4[N:11]=[N:10][NH:14][N:13]=4)[CH:16]=3)=[O:27])[CH2:29][C:30]2([CH3:42])[CH3:43])=[CH:40][CH:39]=1. Procedure details: Example 24 was prepared from 3-(2-(benzyloxymethyl)-2H-tetrazol-5-yl)-N-((1R,2S)-2-((S)-4-(4-chlorophenyl)-4-hydroxy-3,3-dimethylpiperidine-1-carbonyl)cyclopentyl)benzamide using similar conditions as described in Example 22. MS (ESI+)=523 (M)+. 1H NMR (CD3OD, 500 MHz) (NMR shows several rotamers) (NMR indicates contamination with 0.5 eq. (mol) of benzyl alcohol—chemical shifts for contaminant not reported) δ 8.46 (s, 0.3H), 8.39 (s, 0.7H), 8.24 (d, J=8.0 Hz, 0.3H), 8.20 (d, J=8.0 Hz, 0.7H), 7.9... Starting materials: ClC=1C=C(C=C(C1OC1=CC(=CC(=C1)Cl)Cl)Cl)N (3,5-Dichloro-4-(3,5-dichlorophenoxy)benzenamine), ClC(=O)OCC (Ethyl chloroformate). Solvent: N1=CC=CC=C1 (pyridine). Reaction conditions: temperature 5 celsius, time 30 minute. Yields the product ClC=1C=C(C=C(C1OC1=CC(=CC(=C1)Cl)Cl)Cl)NC(OCC)=O (ethyl [3,5-dichloro-4-(3,5-dichlorophenoxy)phenyl]carbamate). RXN SMILES: [Cl:1][C:2]1[CH:3]=[C:4]([NH2:18])[CH:5]=[C:6]([Cl:17])[C:7]=1[O:8][C:9]1[CH:14]=[C:13]([Cl:15])[CH:12]=[C:11]([Cl:16])[CH:10]=1.Cl[C:20]([O:22][CH2:23][CH3:24])=[O:21]>N1C=CC=CC=1>[Cl:1][C:2]1[CH:3]=[C:4]([NH:18][C:20](=[O:21])[O:22][CH2:23][CH3:24])[CH:5]=[C:6]([Cl:17])[C:7]=1[O:8][C:9]1[CH:10]=[C:11]([Cl:16])[CH:12]=[C:13]([Cl:15])[CH:14]=1. Reported procedure: 3,5-Dichloro-4-(3,5-dichlorophenoxy)benzenamine (0.1 mole) and pyridine (50 ml) are charged into a glass reaction vessel fitted with a mechanical stirrer and thermometer and are cooled to about 5° C. Ethyl chloroformate (0.125 mole) is added, with stirring, at about 5° C. Stirring is continued for a period of about 30 minutes at about 5° C., then for an additional 16 hours at room temperature. The mixture is then washed with 2 portions of water (50 ml), dried and the solventis then removed to yi...